Dataset: the Open Reaction Database (ORD), a public repository of structured organic reaction records. Task: describe an organic reaction: reactants, conditions, products, and yield The reactants are OBO, Cc1oc(-c2ccc(Br)cc2)nc1CCN1CCCC1, FC(F)(F)Oc1ccccc1. Yields the product Cc1oc(-c2ccc(-c3cccc(OC(F)(F)F)c3)cc2)nc1CCN1CCCC1. As a reaction SMILES: [BH:1]([OH:2])[OH:3].[Br:15][c:16]1[cH:17][cH:18][c:19](-[c:22]2[o:23][c:24]([CH3:34])[c:25]([CH2:27][CH2:28][N:29]3[CH2:30][CH2:31][CH2:32][CH2:33]3)[n:26]2)[cH:20][cH:21]1.[F:4][C:5]([O:6][c:7]1[cH:8][cH:9][cH:10][cH:11][cH:12]1)([F:13])[F:14]>>[F:4][C:5]([O:6][c:7]1[cH:8][c:9](-[c:16]2[cH:17][cH:18][c:19](-[c:22]3[o:23][c:24]([CH3:34])[c:25]([CH2:27][CH2:28][N:29]4[CH2:30][CH2:31][CH2:32][CH2:33]4)[n:26]3)[cH:20][cH:21]2)[cH:10][cH:11][cH:12]1)([F:13])[F:14].